From a dataset of the Open Reaction Database (ORD), a public repository of structured organic reaction records. describe an organic reaction: reactants, conditions, products, and yield The reactants are CC(NC(=O)OC(C)(C)C)C(=O)O, CCOC(C)=O, C(=NC1CCCCC1)=NC1CCCCC1, Cl, COC(=O)C(N)Cc1ccc(Oc2ccc(C=C3SC(=O)NC3=O)cc2)cc1, CN(C)C=O, O. Product: COC(=O)C(Cc1ccc(Oc2ccc(C=C3SC(=O)NC3=O)cc2)cc1)NC(=O)C(C)NC(=O)OC(C)(C)C. As a reaction SMILES: [C:30]([CH3:31])([CH3:32])([CH3:33])[O:34][C:35](=[O:36])[NH:37][CH:38]([C:39](=[O:40])[OH:41])[CH3:42].[CH3:64][CH2:65][O:66][C:67](=[O:68])[CH3:69].[CH:43]1([N:44]=[C:45]=[N:46][CH:47]2[CH2:48][CH2:49][CH2:50][CH2:51][CH2:52]2)[CH2:53][CH2:54][CH2:55][CH2:56][CH2:57]1.[ClH:1].[NH2:2][CH:3]([CH2:4][c:5]1[cH:6][cH:7][c:8]([O:9][c:10]2[cH:11][cH:12][c:13]([CH:14]=[C:15]3[C:16](=[O:21])[NH:17][C:18](=[O:20])[S:19]3)[cH:22][cH:23]2)[cH:24][cH:25]1)[C:26](=[O:27])[O:28][CH3:29].[O:59]=[CH:60][N:61]([CH3:62])[CH3:63].[OH2:58]>>[NH:2]([CH:3]([CH2:4][c:5]1[cH:6][cH:7][c:8]([O:9][c:10]2[cH:11][cH:12][c:13]([CH:14]=[C:15]3[C:16](=[O:21])[NH:17][C:18](=[O:20])[S:19]3)[cH:22][cH:23]2)[cH:24][cH:25]1)[C:26](=[O:27])[O:28][CH3:29])[C:39]([CH:38]([NH:37][C:35]([O:34][C:30]([CH3:31])([CH3:32])[CH3:33])=[O:36])[CH3:42])=[O:40]. Reactants: Fc1cc(Br)cc(F)c1F, CC(=O)[CH-]C(C)=O, CCCCC1CCC(CC(=O)Cl)CC1, Cl, [Fe], [Mg], C1CCOC1, O. Product: CCCCC1CCC(CC(=O)c2cc(F)c(F)c(F)c2)CC1. Reaction SMILES: [Br:15][c:16]1[cH:17][c:18]([F:24])[c:19]([F:23])[c:20]([F:22])[cH:21]1.[CH-:33]([C:34](=[O:35])[CH3:36])[C:37](=[O:38])[CH3:39].[CH2:1]([CH2:2][CH2:3][CH3:4])[CH:5]1[CH2:6][CH2:7][CH:8]([CH2:11][C:12](=[O:13])[Cl:14])[CH2:9][CH2:10]1.[ClH:26].[Fe:32].[Mg:25].[O:27]1[CH2:28][CH2:29][CH2:30][CH2:31]1.[OH2:40]>>[CH2:1]([CH2:2][CH2:3][CH3:4])[CH:5]1[CH2:6][CH2:7][CH:8]([CH2:11][C:12](=[O:13])[c:16]2[cH:17][c:18]([F:24])[c:19]([F:23])[c:20]([F:22])[cH:21]2)[CH2:9][CH2:10]1. The reactants are O=C1CCC(=O)N1Br, CCOC(C)=O, COC(=O)C1CCOc2cc(F)ccc21, CN(C)C=O. Product: COC(=O)C1CCOc2cc(F)c(Br)cc21. As a reaction SMILES: [Br:16][N:17]1[C:18](=[O:19])[CH2:20][CH2:21][C:22]1=[O:23].[CH3:29][CH2:30][O:31][C:32](=[O:33])[CH3:34].[F:1][c:2]1[cH:3][cH:4][c:5]2[c:10]([cH:11]1)[O:9][CH2:8][CH2:7][CH:6]2[C:12](=[O:13])[O:14][CH3:15].[O:24]=[CH:25][N:26]([CH3:27])[CH3:28]>>[F:1][c:2]1[c:3]([Br:16])[cH:4][c:5]2[c:10]([cH:11]1)[O:9][CH2:8][CH2:7][CH:6]2[C:12](=[O:13])[O:14][CH3:15].